The task is: describe an organic reaction: reactants, conditions, products, and yield. This data is from the Open Reaction Database (ORD), a public repository of structured organic reaction records. Starting materials: Cl.COC1=CC=C(CNN)C=C1 ((4-methoxybenzyl)hydrazine hydrochloride), BrC=1C(OC(C1)=O)=O (3-bromofuran-2,5-dione). Run in O (water). Conditions: temperature 100 celsius. Yields the product BrC1=CC(NN(C1=O)CC1=CC=C(C=C1)OC)=O (5-bromo-1-(4-methoxybenzyl)-1,2-dihydropyridazine-3,6-dione). Reaction SMILES: Cl.[CH3:2][O:3][C:4]1[CH:12]=[CH:11][C:7]([CH2:8][NH:9][NH2:10])=[CH:6][CH:5]=1.[Br:13][C:14]1[C:15](=O)[O:16][C:17](=[O:19])[CH:18]=1>O>[Br:13][C:14]1[C:15](=[O:16])[N:9]([CH2:8][C:7]2[CH:11]=[CH:12][C:4]([O:3][CH3:2])=[CH:5][CH:6]=2)[NH:10][C:17](=[O:19])[CH:18]=1 |f:0.1|. Procedure details: (4-methoxybenzyl)hydrazine hydrochloride (2.132 g, 11.30 mmol) and 3-bromofuran-2,5-dione (2 g, 11.30 mmol) in water (20 ml) was stirred and heated at 100° C. overnight. The mixture was cooled to room temperature and filtered to collect the solid. The solid was triturated with a mixture of ethyl acetate and ethyl ether (1/4) and the mixture was filtered. The insoluble residue was 4-bromo-1-(4-methoxybenzyl)-1,2-dihydropyridazine-3,6-dione. LRMS m/z (M+H) 311.0 found, 311.0 required. The filtrate... Starting materials: CCc1ccc(-c2c(O)c(C(C)=O)nn2C)cc1, CN(C)C=O, Cl, NNC(=S)Nc1ccc(C(=O)O)cc1, O. The product is CCc1ccc(-c2c(O)c(C(C)=NNC(=S)Nc3ccc(C(=O)O)cc3)nn2C)cc1. RXN SMILES: [CH2:1]([CH3:2])[c:3]1[cH:4][cH:5][c:6](-[c:9]2[c:10]([OH:18])[c:11]([C:15]([CH3:16])=[O:17])[n:12][n:13]2[CH3:14])[cH:7][cH:8]1.[CH3:33][N:34]([CH3:35])[CH:36]=[O:37].[ClH:38].[NH:19]([NH2:20])[C:21](=[S:22])[NH:23][c:24]1[cH:25][cH:26][c:27]([C:28](=[O:29])[OH:30])[cH:31][cH:32]1.[OH2:39]>>[CH2:1]([CH3:2])[c:3]1[cH:4][cH:5][c:6](-[c:9]2[c:10]([OH:18])[c:11]([C:15]([CH3:16])=[N:20][NH:19][C:21](=[S:22])[NH:23][c:24]3[cH:25][cH:26][c:27]([C:28](=[O:29])[OH:30])[cH:31][cH:32]3)[n:12][n:13]2[CH3:14])[cH:7][cH:8]1. The reactants are ClC1=CC=C(N)C=C1 (p-chloroaniline), ClC(=C(Cl)Cl)S(=O)(=O)Cl (trichlorovinylsulfonyl chloride). The solvent is C(Cl)(Cl)Cl (chloroform). The product is ClC1=CC=C(C=C1)NS(=O)(=O)C(=C(Cl)Cl)Cl (N-(p-chlorophenyl)trichlorovinylsulfonamide). Reaction SMILES: [Cl:1][C:2]1[CH:8]=[CH:7][C:5]([NH2:6])=[CH:4][CH:3]=1.[Cl:9][C:10]([S:14](Cl)(=[O:16])=[O:15])=[C:11]([Cl:13])[Cl:12]>C(Cl)(Cl)Cl>[Cl:1][C:2]1[CH:8]=[CH:7][C:5]([NH:6][S:14]([C:10]([Cl:9])=[C:11]([Cl:13])[Cl:12])(=[O:16])=[O:15])=[CH:4][CH:3]=1. Reported procedure: A solution of 7.6 g (0.06 mol) p-chloroaniline and 7.0 g (0.03 mol) trichlorovinylsulfonyl chloride in 150 ml chloroform was heated under reflux for 3 hours. The reaction mixture was then cooled, washed with water, dried over magnesium sulfate and evaporated to give an oily residue. The residue was chromatographed on silica gel. N-(p-chlorophenyl)trichlorovinylsulfonamide, m.p. 73°-76° C., was eluted from the silica gel with 30% ether-70% hexane. Elemental analysis for C8H5Cl4NO2S showed: calcul... Reactants: [Al+3], C1CCOC1, N#Cc1cc(-c2nc3cc(F)ccc3s2)ccc1N, [H-], [H-], [H-], [H-], [Li+], [Na+], [OH-], O, O=S(=O)(O)O. Product: Nc1ccc(-c2nc3cc(F)ccc3s2)cc1CO. RXN SMILES: [Al+3:23].[CH2:34]1[O:35][CH2:36][CH2:37][CH2:38]1.[F:1][c:2]1[cH:3][cH:4][c:5]2[c:6]([n:7][c:8](-[c:10]3[cH:11][c:12]([C:17]#[N:18])[c:13]([NH2:16])[cH:14][cH:15]3)[s:9]2)[cH:19]1.[H-:22].[H-:25].[H-:26].[H-:27].[Li+:24].[Na+:21].[OH-:20].[OH2:33].[S:28](=[O:29])(=[O:30])([OH:31])[OH:32]>>[F:1][c:2]1[cH:3][cH:4][c:5]2[c:6]([n:7][c:8](-[c:10]3[cH:11][c:12]([CH2:17][OH:20])[c:13]([NH2:16])[cH:14][cH:15]3)[s:9]2)[cH:19]1.